This data is from the Open Reaction Database (ORD), a public repository of structured organic reaction records. The task is: describe an organic reaction: reactants, conditions, products, and yield Reactants: ClC1=CC2=C(N=C(O2)S)C=C1.[K] (potassium 6-chloro-2-mercaptobenzoxazole), ClCl (chlorine), ClCl (chlorine). Run in ClC1=CC=CC=C1 (chlorobenzene). Conditions: time 12 hour. Yields the product ClC=1OC2=C(N1)C=CC(=C2)Cl (2,6-dichlorobenzoxazole). Isolated yield 91.0%. As a reaction SMILES: [Cl:1][C:2]1[CH:11]=[CH:10][C:5]2[N:6]=[C:7](S)[O:8][C:4]=2[CH:3]=1.[K].[Cl:13]Cl>ClC1C=CC=CC=1>[Cl:13][C:7]1[O:8][C:4]2[CH:3]=[C:2]([Cl:1])[CH:11]=[CH:10][C:5]=2[N:6]=1 |f:0.1,^1:11|. Reported procedure: 223.5 g (1 mole) of potassium 6-chloro-2-mercaptobenzoxazole are suspended in 500 ml of chlorobenzene and 180 g (2.5 moles) of chlorine gas are added in the course of 3 hours at a temperature of approx. 25° C. Stirring is continued for 12 hours at room temperature and excess chlorine is blown out of the mixture by means of nitrogen. The precipitated potassium chloride is filtered off and rinsed with approx. 200 ml of chlorobenzene. The filtrate is then distilled. When the sulfur dichloride and c... Starting materials: COCCOC, O=[N+]([O-])c1ccc(Oc2ccnc3cc(-c4ccc(CCl)cc4)sc23)c(F)c1, NCCO. The product is O=[N+]([O-])c1ccc(Oc2ccnc3cc(-c4ccc(CNCCO)cc4)sc23)c(F)c1. Reaction SMILES: [CH3:33][O:34][CH2:35][CH2:36][O:37][CH3:38].[Cl:1][CH2:2][c:3]1[cH:4][cH:5][c:6](-[c:9]2[cH:10][c:11]3[n:12][cH:13][cH:14][c:15]([O:18][c:19]4[c:20]([F:28])[cH:21][c:22]([N+:25](=[O:26])[O-:27])[cH:23][cH:24]4)[c:16]3[s:17]2)[cH:7][cH:8]1.[NH2:29][CH2:30][CH2:31][OH:32]>>[CH2:2]([c:3]1[cH:4][cH:5][c:6](-[c:9]2[cH:10][c:11]3[n:12][cH:13][cH:14][c:15]([O:18][c:19]4[c:20]([F:28])[cH:21][c:22]([N+:25](=[O:26])[O-:27])[cH:23][cH:24]4)[c:16]3[s:17]2)[cH:7][cH:8]1)[NH:29][CH2:30][CH2:31][OH:32]. The reactants are CC1=NC=CC(=C1)C(C[C@@H](C1=C(C=CC=C1)C)C1=CC=C(C=C1)C=1CCN(CC1)S(=O)(=O)C)=O ((R)-1-(2-methylpyridin-4-yl)-3-(4-(1-(methylsulfonyl)-1,2,3,6-tetrahydropyridin-4-yl)phenyl)-3-o-tolylpropan-1-one), Cl.ON (hydroxyl-amine hydrochloride), C(O)([O-])=O.[Na+] (sodium hydrogencarbonate). Product: CC1=NC=CC(=C1)/C(/C[C@@H](C1=C(C=CC=C1)C)C1=CC=C(C=C1)C=1CCN(CC1)S(=O)(=O)C)=N/O ((R,E)-1-(2-Methylpyridin-4-yl)-3-(4-(1-(methylsulfonyl)-1,2,3,6-tetrahydropyridin-4-yl)phenyl)-3-o-tolylpropan-1-one oxime). RXN SMILES: [CH3:1][C:2]1[CH:7]=[C:6]([C:8](=O)[CH2:9][C@H:10]([C:18]2[CH:23]=[CH:22][C:21]([C:24]3[CH2:25][CH2:26][N:27]([S:30]([CH3:33])(=[O:32])=[O:31])[CH2:28][CH:29]=3)=[CH:20][CH:19]=2)[C:11]2[CH:16]=[CH:15][CH:14]=[CH:13][C:12]=2[CH3:17])[CH:5]=[CH:4][N:3]=1.Cl.[OH:36][NH2:37].C(=O)([O-])O.[Na+]>>[CH3:1][C:2]1[CH:7]=[C:6](/[C:8](=[N:37]/[OH:36])/[CH2:9][C@H:10]([C:18]2[CH:23]=[CH:22][C:21]([C:24]3[CH2:25][CH2:26][N:27]([S:30]([CH3:33])(=[O:32])=[O:31])[CH2:28][CH:29]=3)=[CH:20][CH:19]=2)[C:11]2[CH:16]=[CH:15][CH:14]=[CH:13][C:12]=2[CH3:17])[CH:5]=[CH:4][N:3]=1 |f:1.2,3.4|. Procedure details: In analogy to example 132, step 6, from (R)-1-(2-methylpyridin-4-yl)-3-(4-(1-(methylsulfonyl)-1,2,3,6-tetrahydropyridin-4-yl)phenyl)-3-o-tolylpropan-1-one and hydroxyl-amine hydrochloride in the presence of sodium hydrogencarbonate was prepared the title compound as a colourless foam, MS (ESI+): m/z=490.4 ([M+H]+). The reactants are CC([C@@H](C(=O)N[C@H](C)C1=CC=CC=C1)NC(=O)[C@@H]([C@@H](C(=O)OC(C)(C)C)CCC)C\C=C\C1=CC(=C(C=C1)C1=CC=CC=C1)C)(C)C (tert-Butyl (2S,3R,5E)-3-({[(1s)-2,2-dimethyl-1-({[(1R)-1-phenylethyl]amino}carbonyl)propyl]amino}carbonyl)-6-[3-methyl-(4-phenyl)phenyl]-2-(1-propyl)hex-5-enoate). The reagents and catalysts are [Pd] (palladium on charcoal). The solvent is C(C)O (ethanol). Yields the product CC([C@@H](C(=O)N[C@H](C)C1=CC=CC=C1)NC(=O)[C@@H]([C@@H](C(=O)OC(C)(C)C)CCC)CCCC1=CC(=C(C=C1)C1=CC=CC=C1)C)(C)C (tert-butyl (2S,3R)-3-({[(1S)-2,2-dimethyl-1-({[(1R)-1-phenylethyl]amino}carbonyl)propyl]amino}carbonyl)-6-[3-methyl-(4-phenyl)phenyl]-2-(1-propyl)hexanoate). Yield: 90636.2%. As a reaction SMILES: [CH3:1][C:2]([CH3:47])([CH3:46])[C@H:3]([NH:15][C:16]([C@H:18]([CH2:30]/[CH:31]=[CH:32]/[C:33]1[CH:38]=[CH:37][C:36]([C:39]2[CH:44]=[CH:43][CH:42]=[CH:41][CH:40]=2)=[C:35]([CH3:45])[CH:34]=1)[C@H:19]([CH2:27][CH2:28][CH3:29])[C:20]([O:22][C:23]([CH3:26])([CH3:25])[CH3:24])=[O:21])=[O:17])[C:4]([NH:6][C@@H:7]([C:9]1[CH:14]=[CH:13][CH:12]=[CH:11][CH:10]=1)[CH3:8])=[O:5]>C(O)C.[Pd]>[CH3:47][C:2]([CH3:1])([CH3:46])[C@H:3]([NH:15][C:16]([C@H:18]([CH2:30][CH2:31][CH2:32][C:33]1[CH:38]=[CH:37][C:36]([C:39]2[CH:44]=[CH:43][CH:42]=[CH:41][CH:40]=2)=[C:35]([CH3:45])[CH:34]=1)[C@H:19]([CH2:27][CH2:28][CH3:29])[C:20]([O:22][C:23]([CH3:24])([CH3:25])[CH3:26])=[O:21])=[O:17])[C:4]([NH:6][C@@H:7]([C:9]1[CH:10]=[CH:11][CH:12]=[CH:13][CH:14]=1)[CH3:8])=[O:5]. Procedure: tert-Butyl (2S,3R,5E)-3-({[(1s)-2,2-dimethyl-1-({[(1R)-1-phenylethyl]amino}carbonyl)propyl]amino}carbonyl)-6-[3-methyl-(4-phenyl)phenyl]-2-(1-propyl)hex-5-enoate (437 gm, 0.68 mmol) in ethanol (50 mL) was hydrogenated over 10% palladium on charcoal (50 mg) at 3 bar and 20° C. for 17 h. The mixture was filtered through Arbocel filter aid and concentrated under reduced pressure. Flash chromatography (gradient elution with hexane:ethyl acetate) gave tert-butyl (2S,3R)-3-({[(1S)-2,2-dimethyl-1-({[(1... The reactants are OC1CCC(Br)C1, O=C([O-])[O-], Cl, [K+], [K+], COc1ccc(Cn2cnc(N)c3nc(C(C)C)nc2-3)cc1O, CN(C)C=O. The product is Cl, COc1ccc(Cn2cnc(N)c3nc(C(C)C)nc2-3)cc1OC1CCC(O)C1. RXN SMILES: [Br:31][CH:32]1[CH2:33][CH:34]([OH:37])[CH2:35][CH2:36]1.[C:25](=[O:26])([O-:27])[O-:28].[ClH:1].[K+:29].[K+:30].[NH2:2][c:3]1[c:4]2[n:5][c:6]([CH:22]([CH3:23])[CH3:24])[n:7][c:8]-2[n:9]([CH2:12][c:13]2[cH:14][c:15]([OH:21])[c:16]([O:19][CH3:20])[cH:17][cH:18]2)[cH:10][n:11]1.[O:38]=[CH:39][N:40]([CH3:41])[CH3:42]>>[ClH:1].[NH2:2][c:3]1[c:4]2[n:5][c:6]([CH:22]([CH3:23])[CH3:24])[n:7][c:8]-2[n:9]([CH2:12][c:13]2[cH:14][c:15]([O:21][CH:32]3[CH2:33][CH:34]([OH:37])[CH2:35][CH2:36]3)[c:16]([O:19][CH3:20])[cH:17][cH:18]2)[cH:10][n:11]1. As a reaction SMILES: [C:29](=[O:30])([O-:31])[O-:32].[CH:18](=[O:19])[c:20]1[cH:21][cH:22][c:23]([B:26]([OH:27])[OH:28])[cH:24][cH:25]1.[Cl:1][c:2]1[n:3][c:4]2[n:5][cH:6][cH:7][cH:8][c:9]2[cH:10][c:11]1-[c:12]1[cH:13][cH:14][cH:15][cH:16][cH:17]1.[Na+:33].[Na+:34].[O:35]1[CH2:36][CH2:37][O:38][CH2:39][CH2:40]1.[cH:41]1[cH:42][cH:43][c:44]([P:45]([Pd:46]([P:47]([c:48]2[cH:49][cH:50][cH:51][cH:52][cH:53]2)([c:54]2[cH:55][cH:56][cH:57][cH:58][cH:59]2)[c:60]2[cH:61][cH:62][cH:63][cH:64][cH:65]2)([P:66]([c:67]2[cH:68][cH:69][cH:70][cH:71][cH:72]2)([c:73]2[cH:74][cH:75][cH:76][cH:77][cH:78]2)[c:79]2[cH:80][cH:81][cH:82][cH:83][cH:84]2)[P:85]([c:86]2[cH:87][cH:88][cH:89][cH:90][cH:91]2)([c:92]2[cH:93][cH:94][cH:95][cH:96][cH:97]2)[c:98]2[cH:99][cH:100][cH:101][cH:102][cH:103]2)([c:104]2[cH:105][cH:106][cH:107][cH:108][cH:109]2)[c:110]2[cH:111][cH:112][cH:113][cH:114][cH:115]2)[cH:116][cH:117]1>>[c:2]1(-[c:23]2[cH:22][cH:21][c:20]([CH:18]=[O:19])[cH:25][cH:24]2)[n:3][c:4]2[n:5][cH:6][cH:7][cH:8][c:9]2[cH:10][c:11]1-[c:12]1[cH:13][cH:14][cH:15][cH:16][cH:17]1. The reactants are O=C([O-])[O-], O=Cc1ccc(B(O)O)cc1, Clc1nc2ncccc2cc1-c1ccccc1, [Na+], [Na+], C1COCCO1, c1ccc(P(c2ccccc2)(c2ccccc2)[Pd](P(c2ccccc2)(c2ccccc2)c2ccccc2)(P(c2ccccc2)(c2ccccc2)c2ccccc2)P(c2ccccc2)(c2ccccc2)c2ccccc2)cc1. Product: O=Cc1ccc(-c2nc3ncccc3cc2-c2ccccc2)cc1.